The task is: describe an organic reaction: reactants, conditions, products, and yield. This data is from the Open Reaction Database (ORD), a public repository of structured organic reaction records. Starting materials: CS(=O)(=O)Cl, Cc1ccccc1, ClCCl, Nc1cc(C(O)CBr)ccc1OCc1ccccc1, c1ccncc1. The product is CS(=O)(=O)Nc1cc(C(O)CBr)ccc1OCc1ccccc1. Reaction SMILES: [CH3:26][S:27]([Cl:28])(=[O:29])=[O:30].[CH3:31][c:32]1[cH:33][cH:34][cH:35][cH:36][cH:37]1.[Cl:38][CH2:39][Cl:40].[NH2:1][c:2]1[cH:3][c:4]([CH:16]([CH2:17][Br:18])[OH:19])[cH:5][cH:6][c:7]1[O:8][CH2:9][c:10]1[cH:11][cH:12][cH:13][cH:14][cH:15]1.[cH:20]1[cH:21][cH:22][n:23][cH:24][cH:25]1>>[NH:1]([c:2]1[cH:3][c:4]([CH:16]([CH2:17][Br:18])[OH:19])[cH:5][cH:6][c:7]1[O:8][CH2:9][c:10]1[cH:11][cH:12][cH:13][cH:14][cH:15]1)[S:27]([CH3:26])(=[O:29])=[O:30]. The product is BrC/C=C/P(OC(C)(C)C)(OC(C)(C)C)=O (di-tert.-butyl 3-bromo-trans-1-propenylphosphonate). The yield is 107.2%. RXN SMILES: [CH:1](/[P:4](=[O:15])([O:10][C:11]([CH3:14])([CH3:13])[CH3:12])[O:5][C:6]([CH3:9])([CH3:8])[CH3:7])=[CH:2]\[CH3:3].[O-2].[Al+3].[O-2].[O-2].[Al+3].[Br:21]N1C(=O)CCC1=O.C(OOC(=O)C1C=CC=CC=1)(=O)C1C=CC=CC=1>C(Cl)(Cl)(Cl)Cl>[Br:21][CH2:3]/[CH:2]=[CH:1]/[P:4](=[O:15])([O:5][C:6]([CH3:7])([CH3:8])[CH3:9])[O:10][C:11]([CH3:14])([CH3:13])[CH3:12] |f:1.2.3.4.5|. Conditions: time 30 minute. Reactants: C(=C\C)/P(OC(C)(C)C)(OC(C)(C)C)=O (di-tert.-butyl trans-1-propenylphosphonate), [O-2].[Al+3].[O-2].[O-2].[Al+3] (aluminum oxide), BrN1C(CCC1=O)=O (N-bromosuccinimide), C(C1=CC=CC=C1)(=O)OOC(C1=CC=CC=C1)=O (dibenzoylperoxide). Procedure: (1)-2 To a solution of di-tert.-butyl trans-1-propenylphosphonate (12.0 g.) in carbon tetrachloride (120 ml.) were added basic aluminum oxide (24.0 g.), N-bromosuccinimide (10.95 g.) and then dibenzoylperoxide (1.4 g.). The mixture was heated to reflux for an hour and then stirred for 30 minutes under ice-cooling. The resultant mixture was filtered and the filtrate was evaporated to dryness under reduced pressure to give oily di-tert.-butyl 3-bromo-trans-1-propenylphosphonate (17.2 g.). The solvent is C(Cl)(Cl)(Cl)Cl (carbon tetrachloride). Reported procedure: [step 1] To methyl 2-aminobenzoate (1.5 g, 9.92 mmol) was added butyric anhydride (4.9 mL, 29.76 mmol), and the mixture was stirred at room temperature for 2 hr. Under ice-cooling, fuming nitric acid (1.6 mL) was added dropwise to the mixture, and the mixture was stirred at 0° C. for 20 min. The mixture was adjusted to pH 7 with water and 4 mol/L aqueous sodium hydroxide solution, and extracted with ethyl acetate (150 mL). The organic layer was dried over anhydrous magnesium sulfate, and concent... Starting materials: NC=1C(=C(C(=O)OC)C=CC1)NC(CCC)=O (methyl 3-amino-2-butyramidobenzoate). Conditions: temperature 80 celsius, time 1.5 hour. Product: C(CC)C1=NC2=C(N1)C=CC=C2C(=O)OC (Methyl 2-propyl-1H-benzimidazole-4-carboxylate). Reaction SMILES: [NH2:1][C:2]1[C:3]([NH:12][C:13](=O)[CH2:14][CH2:15][CH3:16])=[C:4]([CH:9]=[CH:10][CH:11]=1)[C:5]([O:7][CH3:8])=[O:6]>C(O)(=O)C>[CH2:14]([C:13]1[NH:1][C:2]2[CH:11]=[CH:10][CH:9]=[C:4]([C:5]([O:7][CH3:8])=[O:6])[C:3]=2[N:12]=1)[CH2:15][CH3:16]. Isolated yield 87.2%. Run in C(C)(=O)O (acetic acid). The reactants are COC=1C=C(C=C2C=C(NC12)C(=O)N)OC1=NC=C(C=C1)S(=O)(=O)C (7-methoxy-5-{[5-(methylsulfonyl)pyridin-2-yl]oxy}-1H-indole-2-carboxamide), COC=1C=CC(=CC1)P2(=S)SP(=S)(S2)C=3C=CC(=CC3)OC (Lawesson's reagent). Run in O1CCCC1 (tetrahydrofuran). Conditions: temperature 60 celsius, time 50 minute. Yields the product COC=1C=C(C=C2C=C(NC12)C(N)=S)OC1=NC=C(C=C1)S(=O)(=O)C (7-Methoxy-5-{[5-(methylsulfonyl)pyridin-2-yl]oxy}-1H-indole-2-carbothioamide). Yield: 96.0%. Reaction SMILES: [CH3:1][O:2][C:3]1[CH:4]=[C:5]([O:15][C:16]2[CH:21]=[CH:20][C:19]([S:22]([CH3:25])(=[O:24])=[O:23])=[CH:18][N:17]=2)[CH:6]=[C:7]2[C:11]=1[NH:10][C:9]([C:12]([NH2:14])=O)=[CH:8]2.COC1C=CC(P2(SP(C3C=CC(OC)=CC=3)(=S)S2)=[S:35])=CC=1>O1CCCC1>[CH3:1][O:2][C:3]1[CH:4]=[C:5]([O:15][C:16]2[CH:21]=[CH:20][C:19]([S:22]([CH3:25])(=[O:24])=[O:23])=[CH:18][N:17]=2)[CH:6]=[C:7]2[C:11]=1[NH:10][C:9]([C:12](=[S:35])[NH2:14])=[CH:8]2. Procedure: To a solution of 7-methoxy-5-{[5-(methylsulfonyl)pyridin-2-yl]oxy}-1H-indole-2-carboxamide (2.1 g) in tetrahydrofuran (400 mL) was added Lawesson's reagent (2.3 g) and the mixture was stirred at 60° C. for 50 min. The mixture was concentrated under reduced pressure and the residue was dissolved in ethyl acetate. The mixture was washed with saturated brine, dried over magnesium sulfate, filtered and concentrated. The residue was solidified with ethyl acetate and the resulting solid was washed wit...